The task is: describe an organic reaction: reactants, conditions, products, and yield. This data is from the Open Reaction Database (ORD), a public repository of structured organic reaction records. Starting materials: C1(CC1)N1C=C(C(C2=CC(=C(C(=C12)F)F)F)=O)C(=O)O (1-cyclopropyl-6,7,8-trifluoro-1,4-dihydro-4-oxo-3-quinolinecarboxylic acid), 1,8-diazobicyclo[5.4.0]undec-7-ene, CNCC1CNCC1 (N-methyl-3-pyrrolidinemethanamine). The solvent is C(C)#N (acetonitrile). Reaction conditions: time 8 hour. Product: C1(CC1)N1C=C(C(C2=CC(=C(C(=C12)F)N1CC(CC1)CNC)F)=O)C(=O)O (1-Cyclopropyl-7-[3-[(methylamino)methly]-1-pyrrolidinyl]-6,8-difluoro-1,4-dihydro-4-oxo-3-quinolinecarboxlic acid). Isolated yield 76.7%. RXN SMILES: [CH:1]1([N:4]2[C:13]3[C:8](=[CH:9][C:10]([F:16])=[C:11](F)[C:12]=3[F:14])[C:7](=[O:17])[C:6]([C:18]([OH:20])=[O:19])=[CH:5]2)[CH2:3][CH2:2]1.[CH3:21][NH:22][CH2:23][CH:24]1[CH2:28][CH2:27][NH:26][CH2:25]1>C(#N)C>[CH:1]1([N:4]2[C:13]3[C:8](=[CH:9][C:10]([F:16])=[C:11]([N:26]4[CH2:27][CH2:28][CH:24]([CH2:23][NH:22][CH3:21])[CH2:25]4)[C:12]=3[F:14])[C:7](=[O:17])[C:6]([C:18]([OH:20])=[O:19])=[CH:5]2)[CH2:3][CH2:2]1. Reported procedure: To 0.80 g (2.8 mmol) of the 1-cyclopropyl-6,7,8-trifluoro-1,4-dihydro-4-oxo-3-quinolinecarboxylic acid in 10 ml of acetonitrile and 0.43 g (2.8 mmol) of 1,8-diazobicyclo[5.4.0]undec-7-ene, was added 0.35 g (3.1 mmol) of N-methyl-3-pyrrolidinemethanamine. The mixture was refluxed for one hour and stirred overnight. The solids were filtered and washed with acetonitrile:ether (1:6) to give 0.81 g of the title compound, mp 265°-267° C. The product is CCc1c(CNC)oc2ccccc12. Reaction SMILES: [BH4-:16].[CH2:1]([CH3:2])[c:3]1[c:4]([CH:12]=[O:13])[o:5][c:6]2[c:7]1[cH:8][cH:9][cH:10][cH:11]2.[CH3:14][NH2:15].[CH3:18][OH:19].[Na+:17]>>[CH2:1]([CH3:2])[c:3]1[c:4]([CH2:12][NH:15][CH3:14])[o:5][c:6]2[c:7]1[cH:8][cH:9][cH:10][cH:11]2. Starting materials: [BH4-], CCc1c(C=O)oc2ccccc12, CN, CO, [Na+]. Starting materials: ice water, ClC1=CC=C(C=C1)N1S(C2=C(N(C1=O)C)C=C(C=C2)O)(=O)=O (2-(4-chlorophenyl)-6-hydroxy-4-methyl-2H-1,2,4-benzothiadiazine-3(4H)-one 1,1-dioxide), BrCC(=O)OCC (ethyl bromoacetate), C([O-])([O-])=O.[K+].[K+] (potassium carbonate). Run in CN(C=O)C (N,N-dimethyl formamide). Conditions: temperature 80 celsius, time 3 hour. The product is ClC1=CC=C(C=C1)N1S(C2=C(N(C1=O)C)C=C(C=C2)OCC(=O)O)(=O)=O (2-(4-chlorophenyl)-6-carboxymethoxy-4-methyl-2H-1,2,4-benzothiadiazine-3(4H)-one 1,1-dioxide). As a reaction SMILES: [Cl:1][C:2]1[CH:7]=[CH:6][C:5]([N:8]2[C:13](=[O:14])[N:12]([CH3:15])[C:11]3[CH:16]=[C:17]([OH:20])[CH:18]=[CH:19][C:10]=3[S:9]2(=[O:22])=[O:21])=[CH:4][CH:3]=1.Br[CH2:24][C:25]([O:27]CC)=[O:26].C(=O)([O-])[O-].[K+].[K+]>CN(C)C=O>[Cl:1][C:2]1[CH:7]=[CH:6][C:5]([N:8]2[C:13](=[O:14])[N:12]([CH3:15])[C:11]3[CH:16]=[C:17]([O:20][CH2:24][C:25]([OH:27])=[O:26])[CH:18]=[CH:19][C:10]=3[S:9]2(=[O:21])=[O:22])=[CH:4][CH:3]=1 |f:2.3.4|. Procedure details: A mixture of 2-(4-chlorophenyl)-6-hydroxy-4-methyl-2H-1,2,4-benzothiadiazine-3(4H)-one 1,1-dioxide (500 mg), ethyl bromoacetate (0.2 ml), and potassium carbonate (245 mg) in N,N-dimethyl formamide (1 ml) was stirred at 80° C. for 3 hours. The mixture was cooled and poured into ice-water. The separated solid was filtered and dissolved in a mixture of ethanol (15 ml) and tetrahydrofuran (15 ml). To the solution containing 2-(4-chlorophenyl)-6-ethoxycarbonylmethoxy-4-methyl-2H-1,2,4-benzothiadiazin...